Dataset: the Open Reaction Database (ORD), a public repository of structured organic reaction records. Task: describe an organic reaction: reactants, conditions, products, and yield The reactants are Brc1cnc2[nH]ccc2c1, CN(C)C=O. Product: COc1cnc2[nH]ccc2c1. Reaction SMILES: [Br:1][c:2]1[cH:3][c:4]2[cH:5][cH:6][nH:7][c:8]2[n:9][cH:10]1.[O:11]=[CH:12][N:13]([CH3:14])[CH3:15]>>[c:2]1([O:11][CH3:12])[cH:3][c:4]2[cH:5][cH:6][nH:7][c:8]2[n:9][cH:10]1. Reactants: C(C1=CC=CC=C1)OC1=C(N=CC2=CC(=CC=C12)Br)C(=O)OC (methyl 4-(benzyloxy)-7-bromoisoquinoline-3-carboxylate), COC1=CC=C(CN)C=C1 (4-methoxybenzylamine), N1[C@H](C(=O)O)CCC1 (proline), C(=O)([O-])[O-].[K+].[K+] (K2CO3). Reagents/catalysts: [Cu]I (CuI). The solvent is CS(=O)C (DMSO), C(Cl)Cl (CH2Cl2), O (H2O). Reaction conditions: temperature 80 celsius, time 24 hour. Product: C(C1=CC=CC=C1)OC1=C(N=CC2=CC(=CC=C12)NCC1=CC=C(C=C1)OC)C(=O)OC (Methyl 4-(benzyloxy)-7-(4-methoxybenzylamino)isoquinoline-3-carboxylate). As a reaction SMILES: [CH2:1]([O:8][C:9]1[C:18]2[C:13](=[CH:14][C:15](Br)=[CH:16][CH:17]=2)[CH:12]=[N:11][C:10]=1[C:20]([O:22][CH3:23])=[O:21])[C:2]1[CH:7]=[CH:6][CH:5]=[CH:4][CH:3]=1.[CH3:24][O:25][C:26]1[CH:33]=[CH:32][C:29]([CH2:30][NH2:31])=[CH:28][CH:27]=1.N1CCC[C@H]1C(O)=O.C([O-])([O-])=O.[K+].[K+]>CS(C)=O.C(Cl)Cl.O.[Cu]I>[CH2:1]([O:8][C:9]1[C:18]2[C:13](=[CH:14][C:15]([NH:31][CH2:30][C:29]3[CH:32]=[CH:33][C:26]([O:25][CH3:24])=[CH:27][CH:28]=3)=[CH:16][CH:17]=2)[CH:12]=[N:11][C:10]=1[C:20]([O:22][CH3:23])=[O:21])[C:2]1[CH:7]=[CH:6][CH:5]=[CH:4][CH:3]=1 |f:3.4.5|. Reported procedure: A mixture of methyl 4-(benzyloxy)-7-bromoisoquinoline-3-carboxylate (372.0 mg, 1.0 mmol), 4-methoxybenzylamine (0.2 mL, 1.5 mmol, TCI), CuI (19.0 mg, 0.1 mmol), proline (23.0 mg, 0.2 mmol) and K2CO3 (276.4 mg, 2.0 mmol) in DMSO (0.6 mL) was stirred at 80° C. for 24 hours under a nitrogen atmosphere. After cooling to room temperature, the mixture was diluted with CH2Cl2 (50 mL) and H2O (50 mL). The layers were separated and the aqueous layer was extracted twice with CH2Cl2. The combined organic l... Reactants: [Li+].CC(C)[N-]C(C)C (LDA), OC1=CC=2C=3C4=C(C(=CC3NC2C=C1)I)C(NC4=O)=O (9-hydroxy-4-iodopyrrolo[3,4-c]carbazole-1,3(2H,6H)-dione), [Br-].BrC1=C(C[P+](C2=CC=CC=C2)(C2=CC=CC=C2)C2=CC=CC=C2)C=CC=C1 ((2-bromobenzyl)(triphenyl)phosphonium bromide), aldehyde, aldehyde. Run at time 5 hour. Yields the product BrC1=C(C=CC=C1)/C=C/C=1NC2=CC=C(C=C2C1)OC (2-[(E)-2-(2-Bromophenyl)ethenyl]-5-methoxy-1H-indole). As a reaction SMILES: [OH:1][C:2]1[CH:14]=[CH:13][C:12]2[NH:11][C:10]3[CH:9]=C(I)C4C(=O)NC(=O)C=4[C:5]=3[C:4]=2[CH:3]=1.[Br-].[Br:22][C:23]1[CH:48]=[CH:47][CH:46]=[CH:45][C:24]=1[CH2:25][P+](C1C=CC=CC=1)(C1C=CC=CC=1)C1C=CC=CC=1.[Li+].[CH3:50]C([N-]C(C)C)C>>[Br:22][C:23]1[CH:48]=[CH:47][CH:46]=[CH:45][C:24]=1/[CH:25]=[CH:9]/[C:10]1[NH:11][C:12]2[C:4]([CH:5]=1)=[CH:3][C:2]([O:1][CH3:50])=[CH:14][CH:13]=2 |f:1.2,3.4|. Procedure details: The 5-methoxy-1H-indole-2-carbaldehyde (1) was reacted with (2-bromobenzyl)(triphenyl)phosphonium bromide using the procedure described in example 37, except that the aldehyde was added at 0° C., the ratio of LDA:aldehyde was 1.46:1 and the reaction time was 5 h, to give (after crystallisation from CH2Cl2/hexane) the diene (531) as a yellow solid (the pure E isomer) (88%), mp 120–123° C. 1H NMR (CDCl3) δ 8.21 (br s, 1H), 7.66 (dd, J=7.9, 1.5 Hz, 1H), 7.59 (dd, J=8.1, 1.0 Hz, 1H), 7.32 (br t, J=7... Starting materials: O=C(O)c1cccc(C(F)(F)F)c1, Cc1cccc(-c2sc(C)nc2C(=O)N2CC3CC3C2CN)c1. The product is Cc1cccc(-c2sc(C)nc2C(=O)N2CC3CC3C2CNC(=O)c2cccc(C(F)(F)F)c2)c1. Reaction SMILES: [F:24][C:25]([c:26]1[cH:27][c:28]([C:29](=[O:30])[OH:31])[cH:32][cH:33][cH:34]1)([F:35])[F:36].[NH2:1][CH2:2][CH:3]1[CH:4]2[CH2:5][CH:6]2[CH2:7][N:8]1[C:9](=[O:10])[c:11]1[n:12][c:13]([CH3:23])[s:14][c:15]1-[c:16]1[cH:17][c:18]([CH3:22])[cH:19][cH:20][cH:21]1>>[NH:1]([CH2:2][CH:3]1[CH:4]2[CH2:5][CH:6]2[CH2:7][N:8]1[C:9](=[O:10])[c:11]1[n:12][c:13]([CH3:23])[s:14][c:15]1-[c:16]1[cH:17][c:18]([CH3:22])[cH:19][cH:20][cH:21]1)[C:29]([c:28]1[cH:27][c:26]([C:25]([F:24])([F:35])[F:36])[cH:34][cH:33][cH:32]1)=[O:30]. The reactants are C(#N)C1CC2N(C3=C(CC4=C2C=CC=C4)C=CC=C3)CC1 (2-cyano-1,2,3,4,10,14b-hexahydro-pyridino[1,2-a]-dibenzo[c,f]-azepine). The solvent is O (water), O (water). The product is NCC1CC2N(C3=C(CC4=C2C=CC=C4)C=CC=C3)CC1 (2-aminomethyl-1,2,3,4,10,14b-hexahydro-pyridino[1,2-a]-dibenzo [c,f]-azepine). Reaction SMILES: [C:1]([CH:3]1[CH2:21][CH2:20][N:6]2[C:7]3[CH:19]=[CH:18][CH:17]=[CH:16][C:8]=3[CH2:9][C:10]3[CH:15]=[CH:14][CH:13]=[CH:12][C:11]=3[CH:5]2[CH2:4]1)#[N:2]>O>[NH2:2][CH2:1][CH:3]1[CH2:21][CH2:20][N:6]2[C:7]3[CH:19]=[CH:18][CH:17]=[CH:16][C:8]=3[CH2:9][C:10]3[CH:15]=[CH:14][CH:13]=[CH:12][C:11]=3[CH:5]2[CH2:4]1. Procedure: 3 g of 2-cyano-1,2,3,4,10,14b-hexahydro-pyridino[1,2-a]-dibenzo[c,f]-azepine (ax.), is dissolved in 27 ml of concentrated H2S04 and 0.3 ml of water. The solution is heated at a steambath for about 2 hours. The reaction mixture is then poured into 500 ml of water, whereupon the aqueous mixture obtained is extracted into ether.